Dataset: the Open Reaction Database (ORD), a public repository of structured organic reaction records. Task: describe an organic reaction: reactants, conditions, products, and yield Reactants: ClCCCOC1=C2[N+](=C3C=CC=C(C3=[N+](C2=CC=C1)[O-])O)[O-] (6-(3-chloropropoxy)-1-phenazinol 5,10-dioxide), C(C)NCC (diethylamine), CS(=O)C (dimethylsulfoxide). The solvent is C(Cl)(Cl)Cl (CHCl3). Reaction conditions: time 22 hour. Yields the product C(C)N(CCCOC1=C2[N+](=C3C=CC=C(C3=[N+](C2=CC=C1)[O-])O)[O-])CC (6-(3-diethylaminopropoxy)-1-phenazinol 5,10-dioxide). Reaction SMILES: Cl[CH2:2][CH2:3][CH2:4][O:5][C:6]1[CH:19]=[CH:18][CH:17]=[C:16]2[C:7]=1[N+:8]([O-:22])=[C:9]1[C:14](=[N+:15]2[O-:20])[C:13]([OH:21])=[CH:12][CH:11]=[CH:10]1.[CH2:23]([NH:25][CH2:26][CH3:27])[CH3:24].CS(C)=O>C(Cl)(Cl)Cl>[CH2:23]([N:25]([CH2:26][CH3:27])[CH2:2][CH2:3][CH2:4][O:5][C:6]1[CH:19]=[CH:18][CH:17]=[C:16]2[C:7]=1[N+:8]([O-:22])=[C:9]1[C:14](=[N+:15]2[O-:20])[C:13]([OH:21])=[CH:12][CH:11]=[CH:10]1)[CH3:24]. Procedure details: 5.0 grams of 6-(3-chloropropoxy)-1-phenazinol 5,10-dioxide and 25ml of diethylamine were placed in a flask. To this was added 50ml of dimethylsulfoxide. The reaction mixture was stirred at room temperature for 22 hours. The reaction mixture was then diluted with 400ml CHCl3 and washed first with very dilute acetic acid and then with water until the water washes were neutral. The CHCl3 layer was extracted with 10 percent aqueous HCl. The combined HCl extracts were neutralized with sodium carbonat... Reactants: ClC1=NC(=NC(=C1OC1=C(C=CC=C1)OC)Cl)C1=NC=CC=N1 (4,6-dichloro-5-(2-methoxy-phenoxy)-[2,2′]bipyrimidinyl), [K+].C(CC)S(=O)(=O)[NH-] (n-propanesulfonamide potassium salt), Cl (HCl). Run in CS(=O)C (DMSO). Conditions: time 10 day. The product is ClC1=C(C(=NC(=N1)C1=NC=CC=N1)NS(=O)(=O)CCC)OC1=C(C=CC=C1)OC (n-propanesulfonic acid [6-chloro-5-(2-methoxy-phenoxy)-[2,2′]bipyrimidinyl-4-yl]-amide). The yield is 99.9%. Reaction SMILES: Cl[C:2]1[C:7]([O:8][C:9]2[CH:14]=[CH:13][CH:12]=[CH:11][C:10]=2[O:15][CH3:16])=[C:6]([Cl:17])[N:5]=[C:4]([C:18]2[N:23]=[CH:22][CH:21]=[CH:20][N:19]=2)[N:3]=1.[K+].[CH2:25]([S:28]([NH-:31])(=[O:30])=[O:29])[CH2:26][CH3:27].Cl>CS(C)=O>[Cl:17][C:6]1[N:5]=[C:4]([C:18]2[N:23]=[CH:22][CH:21]=[CH:20][N:19]=2)[N:3]=[C:2]([NH:31][S:28]([CH2:25][CH2:26][CH3:27])(=[O:30])=[O:29])[C:7]=1[O:8][C:9]1[CH:14]=[CH:13][CH:12]=[CH:11][C:10]=1[O:15][CH3:16] |f:1.2|. Reported procedure: To a solution of 4,6-dichloro-5-(2-methoxy-phenoxy)-[2,2′]bipyrimidinyl (prepared as described in [6] and [11]) (1.74 g) in DMSO (5 ml) was added n-propanesulfonamide potassium salt (1.77 g). Stirring was continued for 10 days at rt. The reaction mixture was poured onto ice/water and acidified by 2N HCl. The precipitate was filtered off, washed with water and dried at HV to give n-propanesulfonic acid [6-chloro-5-(2-methoxy-phenoxy)-[2,2′]bipyrimidinyl-4-yl]-amide (2.17 g) as a white powder. LC-... Reactants: C=CCOC(=O)N1CCCC(OC)C1CC(=O)CBr, O=CO, CSc1cc2c(=O)[nH]cnc2cc1I. The product is C=CCOC(=O)N1CCCC(OC)C1CC(=O)Cn1cnc2cc(I)c(SC)cc2c1=O. As a reaction SMILES: [Br:18][CH2:19][C:20]([CH2:21][CH:22]1[N:23]([C:30](=[O:31])[O:32][CH2:33][CH:34]=[CH2:35])[CH2:24][CH2:25][CH2:26][CH:27]1[O:28][CH3:29])=[O:36].[CH:1]([OH:2])=[O:3].[I:4][c:5]1[c:6]([S:16][CH3:17])[cH:7][c:8]2[c:9](=[O:15])[nH:10][cH:11][n:12][c:13]2[cH:14]1>>[I:4][c:5]1[c:6]([S:16][CH3:17])[cH:7][c:8]2[c:9](=[O:15])[n:10]([CH2:19][C:20]([CH2:21][CH:22]3[N:23]([C:30](=[O:31])[O:32][CH2:33][CH:34]=[CH2:35])[CH2:24][CH2:25][CH2:26][CH:27]3[O:28][CH3:29])=[O:36])[cH:11][n:12][c:13]2[cH:14]1. Reactants: CCO, Cl, CCOC(=O)c1noc(Cc2cc(F)ccc2F)n1, [Na+], [OH-]. Product: O=C(O)c1noc(Cc2cc(F)ccc2F)n1. As a reaction SMILES: [CH3:23][CH2:24][OH:25].[ClH:22].[F:3][c:4]1[c:5]([CH2:6][c:7]2[n:8][c:9]([C:12](=[O:13])[O:14][CH2:15][CH3:16])[n:10][o:11]2)[cH:17][c:18]([F:21])[cH:19][cH:20]1.[Na+:2].[OH-:1]>>[F:3][c:4]1[c:5]([CH2:6][c:7]2[n:8][c:9]([C:12](=[O:13])[OH:14])[n:10][o:11]2)[cH:17][c:18]([F:21])[cH:19][cH:20]1.